From a dataset of the Open Reaction Database (ORD), a public repository of structured organic reaction records. describe an organic reaction: reactants, conditions, products, and yield Reactants: C(C)(=O)NC=1SC(=CN1)SC=1N(C=CN1)C (2-acetylamino-5-(1-methylimidazol-2-ylthio)thiazole), Cl (hydrochloric acid). The solvent is C(C)(=O)O (acetic acid). Product: NC=1SC(=CN1)SC=1N(C=CN1)C (2-amino-5-(1-methylimidazol-2-ylthio)thiazole). Isolated yield 83.9%. RXN SMILES: C([NH:4][C:5]1[S:6][C:7]([S:10][C:11]2[N:12]([CH3:16])[CH:13]=[CH:14][N:15]=2)=[CH:8][N:9]=1)(=O)C.Cl>C(O)(=O)C>[NH2:4][C:5]1[S:6][C:7]([S:10][C:11]2[N:12]([CH3:16])[CH:13]=[CH:14][N:15]=2)=[CH:8][N:9]=1. Procedure details: A solution of 2-acetylamino-5-(1-methylimidazol-2-ylthio)thiazole (7.0 g) in a mixture of acetic acid (100 ml) and aqueous 6N-hydrochloric acid (20 ml) was refluxed for 3.5 hours with stirring. The reaction mixture was concentrated under reduced pressure and the residue was adjusted to pH 8 using aqueous sodium bicarbonate under ice cooling. The precipitates were collected by filtration, washed with water and dried in vacuo to give 2-amino-5-(1-methylimidazol-2-ylthio)thiazole (4.9 g, yield: 83.... Starting materials: CCOC(=O)c1cn(CC)c2c(F)c(C)c(F)cc2c1=O, CCO, [Na+], [OH-]. Product: CCn1cc(C(=O)O)c(=O)c2cc(F)c(C)c(F)c21. Reaction SMILES: [CH2:1]([CH3:2])[n:3]1[cH:4][c:5]([C:17](=[O:18])[O:19][CH2:20][CH3:21])[c:6](=[O:16])[c:7]2[cH:8][c:9]([F:15])[c:10]([CH3:14])[c:11]([F:13])[c:12]12.[CH3:24][CH2:25][OH:26].[Na+:23].[OH-:22]>>[CH2:1]([CH3:2])[n:3]1[cH:4][c:5]([C:17](=[O:18])[OH:19])[c:6](=[O:16])[c:7]2[cH:8][c:9]([F:15])[c:10]([CH3:14])[c:11]([F:13])[c:12]12. The reactants are FC1=CC=C(C=C1)C=1C(=NC=NC1N1CCC(CC1)C=1N(C=C(N1)C1=CC(=C(C=C1)F)C(F)(F)F)C)N (5-(4-Fluoro-phenyl)-6-{4-[4-(4-fluoro-3-trifluoromethyl-phenyl)-1-methyl-1H-imidazol-2-yl]-piperidin-1-yl}-pyrimidin-4-ylamine), N1(CCNCC1)C1=CC=C(C=N1)B(O)O ((6-(piperazin-1-yl)pyridin-3-yl)boronic acid). Product: FC1=C(C=C(C=C1)C=1N=C(N(C1)C)C1CCN(CC1)C1=C(C(=NC=N1)N)C=1C=NC(=CC1)N1CCNCC1)C(F)(F)F (6-{4-[4-(4-Fluoro-3-trifluoromethyl-phenyl)-1-methyl-1H-imidazol-2-yl]-piperidin-1-yl}-5-(6-piperazin-1-yl-pyridin-3-yl)-pyrimidin-4-ylamine). Reaction SMILES: FC1C=CC([C:8]2[C:9]([NH2:37])=[N:10][CH:11]=[N:12][C:13]=2[N:14]2[CH2:19][CH2:18][CH:17]([C:20]3[N:21]([CH3:36])[CH:22]=[C:23]([C:25]4[CH:30]=[CH:29][C:28]([F:31])=[C:27]([C:32]([F:35])([F:34])[F:33])[CH:26]=4)[N:24]=3)[CH2:16][CH2:15]2)=CC=1.[N:38]1([C:44]2[N:49]=[CH:48][C:47](B(O)O)=[CH:46][CH:45]=2)[CH2:43][CH2:42][NH:41][CH2:40][CH2:39]1>>[F:31][C:28]1[CH:29]=[CH:30][C:25]([C:23]2[N:24]=[C:20]([CH:17]3[CH2:16][CH2:15][N:14]([C:13]4[N:12]=[CH:11][N:10]=[C:9]([NH2:37])[C:8]=4[C:47]4[CH:48]=[N:49][C:44]([N:38]5[CH2:43][CH2:42][NH:41][CH2:40][CH2:39]5)=[CH:45][CH:46]=4)[CH2:19][CH2:18]3)[N:21]([CH3:36])[CH:22]=2)=[CH:26][C:27]=1[C:32]([F:34])([F:33])[F:35]. Procedure: The title compound was prepared in an analogous manner as 5-(4-Fluoro-phenyl)-6-{4-[4-(4-fluoro-3-trifluoromethyl-phenyl)-1-methyl-1H-imidazol-2-yl]-piperidin-1-yl}-pyrimidin-4-ylamine using (6-(piperazin-1-yl)pyridin-3-yl)boronic acid instead of 4-fluorophenylboronic acid. LC-MS: (M+1=582, obsd.=582). Starting materials: C(C1=CC=CC=C1)NC[C@@H]1N(C(OC1)(C)C)C(=O)OC(C)(C)C (tert-butyl (4S)-4-[(benzylamino)methyl]-2,2-dimethyl-1,3-oxazolidine-3-carboxylate). The reagents and catalysts are [OH-].[OH-].[Pd+2] (palladium hydroxide on carbon). Run in CO (methanol). Run at time 8 hour. Product: NC[C@@H]1N(C(OC1)(C)C)C(=O)OC(C)(C)C (tert-Butyl (4S)-4-(aminomethyl)-2,2-dimethyl-1,3-oxazolidine-3-carboxylate). As a reaction SMILES: C([NH:8][CH2:9][C@H:10]1[CH2:14][O:13][C:12]([CH3:16])([CH3:15])[N:11]1[C:17]([O:19][C:20]([CH3:23])([CH3:22])[CH3:21])=[O:18])C1C=CC=CC=1>[OH-].[OH-].[Pd+2].CO>[NH2:8][CH2:9][C@H:10]1[CH2:14][O:13][C:12]([CH3:15])([CH3:16])[N:11]1[C:17]([O:19][C:20]([CH3:23])([CH3:22])[CH3:21])=[O:18] |f:1.2.3|. Reported procedure: A mixture of tert-butyl (4S)-4-[(benzylamino)methyl]-2,2-dimethyl-1,3-oxazolidine-3-carboxylate (810 mg, 2.53 mmol), palladium hydroxide on carbon (81 mg) and methanol (20 mL) was stirred at room temperature under hydrogen atmosphere overnight. The catalyst was removed by filtration. The filtrate was concentrated in vacuo. The residue was purified by SPE (12 mL tube, 2 gram of DSC-SCX) to afford the pure product. The reactants are CC(=C)C(=O)NCCC[N+](C)(C)C.[Cl-] (MAPTAC), C(C(=C)C)(=O)N (methacrylamide). Yields the product CC(=C)C(=O)NCCC[N+](C)(C)C.[Cl-].C(C)(C)(C)NC(C(=C)C)=O.C(C(=C)C)(=O)N (MAPTAC N-t-butylmethacrylamide methacrylamide). As a reaction SMILES: [CH3:1][C:2]([C:4]([NH:6][CH2:7][CH2:8][CH2:9][N+:10]([CH3:13])([CH3:12])[CH3:11])=[O:5])=[CH2:3].[Cl-:14].[C:15]([NH2:20])(=[O:19])[C:16]([CH3:18])=[CH2:17]>>[CH3:3][C:2]([C:4]([NH:6][CH2:7][CH2:8][CH2:9][N+:10]([CH3:13])([CH3:11])[CH3:12])=[O:5])=[CH2:1].[Cl-:14].[C:2]([NH:20][C:15](=[O:19])[C:16]([CH3:18])=[CH2:17])([CH3:4])([CH3:3])[CH3:1].[C:4]([NH2:6])(=[O:5])[C:2]([CH3:3])=[CH2:1] |f:0.1,3.4.5.6|. Reported procedure: Additional MAPTAC/N-t-butylmethacrylamide/ methacrylamide terpolymers were prepared by a similar method beginning with the following ratios of starting monomers: MAPTAC/N-tbutylmethacrylamide/methacrylamide=20/20/60, 33/33/33 and 30/10/60.